Dataset: the Open Reaction Database (ORD), a public repository of structured organic reaction records. Task: describe an organic reaction: reactants, conditions, products, and yield Starting materials: CCO, CCCCCC, Cc1c(NC(=O)OCC(Cl)(Cl)Cl)c(C)c2c(c1-c1ccccc1)OCC2c1ccc(C(C)C)cc1, CC(O)CN. The product is Cc1c(NC(=O)NCC(C)O)c(C)c2c(c1-c1ccccc1)OCC2c1ccc(C(C)C)cc1. RXN SMILES: [CH2:47]([OH:48])[CH3:49].[CH3:41][CH2:42][CH2:43][CH2:44][CH2:45][CH3:46].[CH:1]([CH3:2])([CH3:3])[c:4]1[cH:5][cH:6][c:7]([CH:10]2[CH2:11][O:12][c:13]3[c:14]2[c:15]([CH3:35])[c:16]([NH:26][C:27]([O:28][CH2:29][C:30]([Cl:31])([Cl:32])[Cl:33])=[O:34])[c:17]([CH3:25])[c:18]3-[c:19]2[cH:20][cH:21][cH:22][cH:23][cH:24]2)[cH:8][cH:9]1.[NH2:36][CH2:37][CH:38]([CH3:39])[OH:40]>>[CH:1]([CH3:2])([CH3:3])[c:4]1[cH:5][cH:6][c:7]([CH:10]2[CH2:11][O:12][c:13]3[c:14]2[c:15]([CH3:35])[c:16]([NH:26][C:27](=[O:34])[NH:36][CH2:37][CH:38]([CH3:39])[OH:40])[c:17]([CH3:25])[c:18]3-[c:19]2[cH:20][cH:21][cH:22][cH:23][cH:24]2)[cH:8][cH:9]1. Reactants: COCOc1ccc(C2(C)COc3cc(OCOC)ccc3C2CCCOc2ccc(CCCOS(C)(=O)=O)cc2)cc1, COc1ccc(C2(C)CSc3cc(OC)ccc3C2CCCCCCCCCSCCCC(F)(F)C(F)(F)F)cc1. The product is COCOc1ccc(C2(C)COc3cc(OCOC)ccc3C2CCCOc2ccc(CCCSCCCC(F)(F)C(F)(F)F)cc2)cc1. As a reaction SMILES: [CH3:1][S:2]([O:3][CH2:6][CH2:7][CH2:8][c:9]1[cH:10][cH:11][c:12]([O:13][CH2:14][CH2:15][CH2:16][CH:17]2[C:18]([CH3:31])([c:32]3[cH:33][cH:34][c:35]([O:38][CH2:39][O:40][CH3:41])[cH:36][cH:37]3)[CH2:19][O:20][c:21]3[cH:22][c:23]([O:27][CH2:28][O:29][CH3:30])[cH:24][cH:25][c:26]32)[cH:42][cH:43]1)(=[O:4])=[O:5].[CH3:44][O:45][c:46]1[cH:47][c:48]2[c:49]([cH:72][cH:73]1)[CH:50]([CH2:51][CH2:52][CH2:53][CH2:54][CH2:55][CH2:56][CH2:57][CH2:58][CH2:59][S:74][CH2:75][CH2:76][CH2:77][C:78]([C:79]([F:80])([F:81])[F:82])([F:83])[F:84])[C:60]([c:61]1[cH:62][cH:63][c:64]([O:65][CH3:66])[cH:67][cH:68]1)([CH3:69])[CH2:70][S:71]2>>[CH2:6]([CH2:7][CH2:8][c:9]1[cH:10][cH:11][c:12]([O:13][CH2:14][CH2:15][CH2:16][CH:17]2[C:18]([CH3:31])([c:32]3[cH:33][cH:34][c:35]([O:38][CH2:39][O:40][CH3:41])[cH:36][cH:37]3)[CH2:19][O:20][c:21]3[cH:22][c:23]([O:27][CH2:28][O:29][CH3:30])[cH:24][cH:25][c:26]32)[cH:42][cH:43]1)[S:74][CH2:75][CH2:76][CH2:77][C:78]([C:79]([F:80])([F:81])[F:82])([F:83])[F:84]. Product: NC(=O)N1c2ccccc2CC(=NO)c2ccccc21. RXN SMILES: [CH3:29][CH2:30][OH:31].[ClH:20].[NH2:21][OH:22].[O:1]=[C:2]1[CH2:3][c:4]2[c:5]([cH:16][cH:17][cH:18][cH:19]2)[N:6]([C:13](=[O:14])[NH2:15])[c:7]2[c:8]1[cH:9][cH:10][cH:11][cH:12]2.[cH:23]1[cH:24][cH:25][n:26][cH:27][cH:28]1>>[C:2]1(=[N:21][OH:22])[CH2:3][c:4]2[c:5]([cH:16][cH:17][cH:18][cH:19]2)[N:6]([C:13](=[O:14])[NH2:15])[c:7]2[c:8]1[cH:9][cH:10][cH:11][cH:12]2. Starting materials: CCO, Cl, NO, NC(=O)N1c2ccccc2CC(=O)c2ccccc21, c1ccncc1. The reactants are N(=O)[O-].[Na+] (NaNO2), CC[C@@]1(C2=C(COC1=O)C(=O)N3CC=4C=C5C(=CC=CC5=NC4C3=C2)N)O (9-amino-camptothecin), Br (HBr), CuBr, Br (HBr). Solvent: O (H2O), O (water). Run at time 2 hour. Product: CC[C@@]1(C2=C(COC1=O)C(=O)N3CC4=C(C3=C2)N=C5C=CC=C(C5=C4)Br)O (9-bromo-camptothecin). The yield is 97.3%. As a reaction SMILES: N([O-])=O.[Na+].[CH3:5][CH2:6][C@@:7]1([OH:31])[C:12](=[O:13])[O:11][CH2:10][C:9]2[C:14]([N:16]3[C:28](=[CH:29][C:8]1=2)[C:27]1[N:26]=[C:25]2[C:20]([C:21](N)=[CH:22][CH:23]=[CH:24]2)=[CH:19][C:18]=1[CH2:17]3)=[O:15].[BrH:32]>O>[CH3:5][CH2:6][C@@:7]1([OH:31])[C:12](=[O:13])[O:11][CH2:10][C:9]2[C:14]([N:16]3[C:28](=[CH:29][C:8]1=2)[C:27]1[N:26]=[C:25]2[C:20](=[CH:19][C:18]=1[CH2:17]3)[C:21]([Br:32])=[CH:22][CH:23]=[CH:24]2)=[O:15] |f:0.1|. Procedure details: 2.15 g of NaNO2 in 40 mL of H2O were dropped at 5° C. into a solution of 9 g of 9-amino-camptothecin in 850 mL of 16% HBr. After 1 hr at room temperature the solution was dropped in a flask containing 19 g of CuBr in 200 mL of 16% HBr at 70° C. The reaction mixture was kept at 70° C. for 2 hrs, then it was poured into cold water. The precipitate was filtered and the mother liquors were extracted with CH2Cl2; the organic extract, dried and evaporated, was combined with the precipitate and purifie... Starting materials: C(C)(C)(C)OC(=O)C1=CC(=C(S1)C(=O)OCC)OC(C)(C)C (tert-butyl-3-tert-butoxy-2-ethyloxycarbonyl-5-thiophenecarboxylate), [OH-].[Na+] (NaOH), Cl (HCl). Run in O1CCOCC1 (dioxane). Run at temperature 0 celsius. Yields the product C(C)(C)(C)OC(=O)C1=CC(=C(S1)C(=O)O)OC(C)(C)C (tert-Butyl-3-tert-butoxy-2-carboxy-5-thiophenecarboxylate). RXN SMILES: [C:1]([O:5][C:6]([C:8]1[S:12][C:11]([C:13]([O:15]CC)=[O:14])=[C:10]([O:18][C:19]([CH3:22])([CH3:21])[CH3:20])[CH:9]=1)=[O:7])([CH3:4])([CH3:3])[CH3:2].[OH-].[Na+].Cl>O1CCOCC1>[C:1]([O:5][C:6]([C:8]1[S:12][C:11]([C:13]([OH:15])=[O:14])=[C:10]([O:18][C:19]([CH3:22])([CH3:21])[CH3:20])[CH:9]=1)=[O:7])([CH3:4])([CH3:3])[CH3:2] |f:1.2|. Procedure details: A solution of tert-butyl-3-tert-butoxy-2-ethyloxycarbonyl-5-thiophenecarboxylate (11.5 g, 35 mmol) in dioxane with NaOH (2N) (34.5 ml, 70 mmol) was heated for 1.45 hours at 50° C. The mixture was cooled to 0° C., neutralized with HCl (2N), and the solvent evaporated. The residue was triturated with a concentrated aqueous solution of Na2CO3 (400 ml) and ether (200 ml). The aqueous phase was recovered, cooled to 0° C., acidified with HCl (5N) and extracted with ether. After drying, concentration o... Reactants: FC1=C(C=CC(=C1)F)CCCN (3-(2,4-difluorophenyl)propylamine), COC1OCC(C1)OC (2,4-dimethoxytetrahydrofuran). The product is FC1=C(C=CC(=C1)F)CCCN1C=CC=C1 (1-[3-(2,4-Difluorophenyl)propyl]-1H-pyrrole). As a reaction SMILES: [F:1][C:2]1[CH:7]=[C:6]([F:8])[CH:5]=[CH:4][C:3]=1[CH2:9][CH2:10][CH2:11][NH2:12].CO[CH:15]1[CH2:19][CH:18](OC)[CH2:17]O1>>[F:1][C:2]1[CH:7]=[C:6]([F:8])[CH:5]=[CH:4][C:3]=1[CH2:9][CH2:10][CH2:11][N:12]1[CH:15]=[CH:19][CH:18]=[CH:17]1. Procedure details: 17.1 g (0.10 mol) of 3-(2,4-difluorophenyl)propylamine are heated at 260° C. for 2 hours in an autoclave with 13.2 g (0.10 mol) of 2,4-dimethoxytetrahydrofuran. The reaction mixture is cooled and then purified by vacuum distillation. 10.6 g (48% of theory) of a colourless oil which boils at 80° C. and 0.2 mbar or 146°-147° C. and 15 mbar are obtained.